From a dataset of the Open Reaction Database (ORD), a public repository of structured organic reaction records. describe an organic reaction: reactants, conditions, products, and yield Starting materials: C(C)OC(C(C)Br)(OCC)OCC (1,1,1-triethoxy-2-bromopropane), C(O)C(CC)(CO)CO (trimethylolpropane). Reagents/catalysts: C1(=CC=C(C=C1)S(=O)(=O)O)C (p-toluenesulfonic acid). Solvent: C(C)O (ethyl alcohol). Run at temperature 140 celsius. Yields the product BrC(C)C12OCC(CO1)(CO2)CC (1-Bromoethyl-4-ethyl-2,6,7-trioxabicyclo[2,2,2] octane). The yield is 63.7%. Reaction SMILES: [CH2:1]([O:3][C:4]([O:11][CH2:12][CH3:13])([O:8][CH2:9]C)[CH:5]([Br:7])[CH3:6])C.[CH2:14]([C:16](CO)(CO)CC)O>C1(C)C=CC(S(O)(=O)=O)=CC=1.C(O)C>[Br:7][CH:5]([C:4]12[O:3][CH2:1][C:13]([CH2:14][CH3:16])([CH2:9][O:8]1)[CH2:12][O:11]2)[CH3:6]. Procedure: 25.5 g (0.1 moles) of the product obtained in step (a) above, 13.4 g (0.1 moles) of trimethylolpropane and 0.05 g of p-toluenesulfonic acid were placed in a flask fitted with a Dean & Stark condenser and the contents of the flask were heated at 140° C. for about 2 hours. The reaction was stopped when a theoretical amount of ethyl alcohol was evaporated off, after which the reaction solution was distilled under reduced pressure using a Vigreaux distillation column to yield 16 g (63%) of the desir...